describe an organic reaction: reactants, conditions, products, and yield From a dataset of the Open Reaction Database (ORD), a public repository of structured organic reaction records. Reactants: C(C)N1C2=C(N(C(C(C1=O)(C)C)=O)C)C=C(C=C2)C=O (1-ethyl-3,3,5-trimethyl-2,4-dioxo-2,3,4,5-tetrahydro-1H-benzo[b][1,4]diazepine-7-carbaldehyde), CC(C)=CC (2-methyl-2-butene), P(=O)(O)(O)[O-].[Na+] (sodium dihydrogenphosphate), Cl(=O)[O-].[Na+] (sodium chlorite). The solvent is O (H2O), C(C)(C)(C)O (t-butanol), O (Water). Conditions: time 8 hour. The product is C(C)N1C2=C(N(C(C(C1=O)(C)C)=O)C)C=C(C=C2)C(=O)O (1-Ethyl-3,3,5-trimethyl-2,4-dioxo-2,3,4,5-tetrahydro-1H-benzo[b][1,4]diazepine-7-carboxylic acid). Yield: 44.0%. Reaction SMILES: [CH2:1]([N:3]1[C:9](=[O:10])[C:8]([CH3:12])([CH3:11])[C:7](=[O:13])[N:6]([CH3:14])[C:5]2[CH:15]=[C:16]([CH:19]=[O:20])[CH:17]=[CH:18][C:4]1=2)[CH3:2].CC(=CC)C.P([O-])(O)(O)=[O:27].[Na+].Cl([O-])=O.[Na+]>O.C(O)(C)(C)C>[CH2:1]([N:3]1[C:9](=[O:10])[C:8]([CH3:12])([CH3:11])[C:7](=[O:13])[N:6]([CH3:14])[C:5]2[CH:15]=[C:16]([C:19]([OH:27])=[O:20])[CH:17]=[CH:18][C:4]1=2)[CH3:2] |f:2.3,4.5|. Procedure: To a t-butanol (20 ml) and H2O (5 ml) solution of 1-ethyl-3,3,5-trimethyl-2,4-dioxo-2,3,4,5-tetrahydro-1H-benzo[b][1,4]diazepine-7-carbaldehyde (2.25 g) and 2-methyl-2-butene(3.25 ml) were added sodium dihydrogenphosphate (0.92 g) and sodium chlorite (2.081 g), and the mixture was stirred at room temperature overnight. Water was added to the reaction mixture, followed by extraction using ethyl acetate. The organic layer was dried with sodium sulfate, and was condensed under reduced pressure to g... The product is NC(=O)c1cccc(COc2ccccc2C2SC(c3ccc(F)cc3)=NN2C(=O)c2c(F)cc(F)cc2F)c1. As a reaction SMILES: [Br:37][CH2:38][c:39]1[cH:40][c:41]([C:42](=[O:43])[NH2:44])[cH:45][cH:46][cH:47]1.[CH3:48][C:49]#[N:50].[F:1][c:2]1[cH:3][cH:4][c:5]([C:8]2=[N:9][N:10]([C:20](=[O:21])[c:22]3[c:23]([F:30])[cH:24][c:25]([F:29])[cH:26][c:27]3[F:28])[CH:11]([c:13]3[c:14]([OH:19])[cH:15][cH:16][cH:17][cH:18]3)[S:12]2)[cH:6][cH:7]1.[K+:31].[K+:32].[O-:33][C:34]([O-:35])=[O:36]>>[F:1][c:2]1[cH:3][cH:4][c:5]([C:8]2=[N:9][N:10]([C:20](=[O:21])[c:22]3[c:23]([F:30])[cH:24][c:25]([F:29])[cH:26][c:27]3[F:28])[CH:11]([c:13]3[c:14]([O:19][CH2:38][c:39]4[cH:40][c:41]([C:42](=[O:43])[NH2:44])[cH:45][cH:46][cH:47]4)[cH:15][cH:16][cH:17][cH:18]3)[S:12]2)[cH:6][cH:7]1. Reactants: NC(=O)c1cccc(CBr)c1, CC#N, O=C(c1c(F)cc(F)cc1F)N1N=C(c2ccc(F)cc2)SC1c1ccccc1O, [K+], [K+], O=C([O-])[O-]. Reactants: C1CCOC1, CO, COC(=O)c1ccc2c(c1)ncn2-c1ccc(OCc2ccc(OC(F)(F)F)cc2)cc1, [Na+], [OH-]. Yields the product O=C(O)c1ccc2c(c1)ncn2-c1ccc(OCc2ccc(OC(F)(F)F)cc2)cc1. As a reaction SMILES: [CH2:1]1[O:2][CH2:3][CH2:4][CH2:5]1.[CH3:40][OH:41].[F:6][C:7]([O:8][c:9]1[cH:10][cH:11][c:12]([CH2:13][O:14][c:15]2[cH:16][cH:17][c:18](-[n:21]3[cH:22][n:23][c:24]4[c:25]3[cH:26][cH:27][c:28]([C:30](=[O:31])[O:32][CH3:33])[cH:29]4)[cH:19][cH:20]2)[cH:34][cH:35]1)([F:36])[F:37].[Na+:39].[OH-:38]>>[F:6][C:7]([O:8][c:9]1[cH:10][cH:11][c:12]([CH2:13][O:14][c:15]2[cH:16][cH:17][c:18](-[n:21]3[cH:22][n:23][c:24]4[c:25]3[cH:26][cH:27][c:28]([C:30](=[O:31])[OH:32])[cH:29]4)[cH:19][cH:20]2)[cH:34][cH:35]1)([F:36])[F:37]. The reactants are C1(=CC=CC=C1)CN(C1=NC=2C=CC=CC2C2=C1N=C(N2COCC)CCCCCCl)CC2=CC=CC=C2 (N,N-bis(phenylmethyl)-2-(5-chloropentyl)-1-ethoxymethyl-1H-imidazo[4,5-c]quinolin-4-amine), [OH-].[Na+] (sodium hydroxide). The solvent is Cl (hydrochloric acid), C(Cl)Cl (methylene chloride). Yields the product C1(=CC=CC=C1)CN(C1=NC=2C=CC=CC2C2=C1N=C(N2)CCCCCCl)CC2=CC=CC=C2 (N,N-bis(phenylmethyl)-2-(5-chloropentyl)-1H-imidazo[4,5-c]quinolin-4-amine). Yield: 92.4%. As a reaction SMILES: [C:1]1([CH2:7][N:8]([CH2:32][C:33]2[CH:38]=[CH:37][CH:36]=[CH:35][CH:34]=2)[C:9]2[C:18]3[N:19]=[C:20]([CH2:26][CH2:27][CH2:28][CH2:29][CH2:30][Cl:31])[N:21](COCC)[C:17]=3[C:16]3[CH:15]=[CH:14][CH:13]=[CH:12][C:11]=3[N:10]=2)[CH:6]=[CH:5][CH:4]=[CH:3][CH:2]=1.[OH-].[Na+]>Cl.C(Cl)Cl>[C:33]1([CH2:32][N:8]([CH2:7][C:1]2[CH:6]=[CH:5][CH:4]=[CH:3][CH:2]=2)[C:9]2[C:18]3[N:19]=[C:20]([CH2:26][CH2:27][CH2:28][CH2:29][CH2:30][Cl:31])[NH:21][C:17]=3[C:16]3[CH:15]=[CH:14][CH:13]=[CH:12][C:11]=3[N:10]=2)[CH:34]=[CH:35][CH:36]=[CH:37][CH:38]=1 |f:1.2|. Procedure: A suspension of N,N-bis(phenylmethyl)-2-(5-chloropentyl)-1-ethoxymethyl-1H-imidazo[4,5-c]quinolin-4-amine (1.5 g, 3 mmole) in 6N hydrochloric acid (100 mL) was heated at reflux for 1 hour. The reaction mixture was cooled, diluted with methylene chloride, made basic with 10% sodium hydroxide and then extracted with methylene chloride (400 mL total). The methylene chloride extracts were combined, dried over magnesium sulfate and then concentrated under vacuum to provide about 1.3 g of N,N-bis(phen... Product: CC(=O)N1CCc2c(c(-c3ccc(C(F)(F)F)cc3)nn2CC(O)CN2CCN(c3nc4ccc(Cl)cc4s3)CC2)C1. Reaction SMILES: [CH3:43][CH2:44][OH:45].[Cl:27][c:28]1[cH:29][c:30]2[c:31]([n:32][c:33]([N:35]3[CH2:36][CH2:37][NH:38][CH2:39][CH2:40]3)[s:34]2)[cH:41][cH:42]1.[O:1]1[CH:2]([CH2:4][n:5]2[n:6][c:7](-[c:17]3[cH:18][cH:19][c:20]([C:23]([F:24])([F:25])[F:26])[cH:21][cH:22]3)[c:8]3[c:13]2[CH2:12][CH2:11][N:10]([C:14]([CH3:15])=[O:16])[CH2:9]3)[CH2:3]1>>[OH:1][CH:2]([CH2:3][N:38]1[CH2:37][CH2:36][N:35]([c:33]2[n:32][c:31]3[c:30]([cH:29][c:28]([Cl:27])[cH:42][cH:41]3)[s:34]2)[CH2:40][CH2:39]1)[CH2:4][n:5]1[n:6][c:7](-[c:17]2[cH:18][cH:19][c:20]([C:23]([F:24])([F:25])[F:26])[cH:21][cH:22]2)[c:8]2[c:13]1[CH2:12][CH2:11][N:10]([C:14]([CH3:15])=[O:16])[CH2:9]2. Reactants: CCO, Clc1ccc2nc(N3CCNCC3)sc2c1, CC(=O)N1CCc2c(c(-c3ccc(C(F)(F)F)cc3)nn2CC2CO2)C1. Starting materials: COC(C(=O)OCC)(C(=O)[O-])C (ethyl methoxy(methyl)malonate), S(=O)(Cl)Cl (thionyl chloride). The product is ClC(=O)C(C(=O)OCC)(C)OC (ethyl 2-(chlorocarbonyl)-2-methoxypropionate). The yield is 100.0%. As a reaction SMILES: [CH3:1][O:2][C:3]([CH3:12])([C:9]([O-])=[O:10])[C:4]([O:6][CH2:7][CH3:8])=[O:5].S(Cl)([Cl:15])=O>>[Cl:15][C:9]([C:3]([O:2][CH3:1])([CH3:12])[C:4]([O:6][CH2:7][CH3:8])=[O:5])=[O:10]. Procedure: Mon-ethyl methoxy(methyl)malonate (14.52 grams, 0.08 mole) was reacted with thionyl chloride (19.61 grams, 0.16 mole) at 50° C. for a 13-hour reaction period with an additional holding period of approximately 32 hours at room temperature. Vacuum evaporation of the excess thionyl chloride gave 15.2 grams (0.08 mole) of ethyl 2-(chlorocarbonyl)-2-methoxypropionate. NMR analysis of the product indicated the following: